This data is from the Open Reaction Database (ORD), a public repository of structured organic reaction records. The task is: describe an organic reaction: reactants, conditions, products, and yield Reactants: ClC(Cl)Cl, O=[Se]1CN(CO)c2ccccc21, O=S(Cl)Cl. Product: O=[Se]1CN(CCl)c2ccccc21. Reaction SMILES: [CH:17]([Cl:18])([Cl:19])[Cl:20].[OH:5][CH2:6][N:7]1[CH2:8][Se:9](=[O:16])[c:10]2[c:11]1[cH:12][cH:13][cH:14][cH:15]2.[S:1]([Cl:2])([Cl:3])=[O:4]>>[Cl:3][CH2:6][N:7]1[CH2:8][Se:9](=[O:16])[c:10]2[c:11]1[cH:12][cH:13][cH:14][cH:15]2. The reactants are C(C1=CC=CC=C1)N1N=C(C2=CC(=CC=C12)OCCOS(=O)(=O)C1=CC=C(C=C1)C)S(=O)(=O)C1=CC=CC2=CC=CC=C12 (toluene-4-sulfonic acid 2-[1-benzyl-3-(naphthalene-1-sulfonyl)-1H-indazol-5-yloxy]-ethyl ester), N1CCCC1 (pyrrolidine). Solvent: C1CCOC1 (THF). Product: C(C1=CC=CC=C1)N1N=C(C2=CC(=CC=C12)OCCN1CCCC1)S(=O)(=O)C1=CC=CC2=CC=CC=C12 (1-benzyl-3-(naphthalene-1-sulfonyl)-5-(2-pyrrolidin-1-yl-ethoxy) -1H-indazole). RXN SMILES: [CH2:1]([N:8]1[C:16]2[C:11](=[CH:12][C:13]([O:17][CH2:18][CH2:19]OS(C3C=CC(C)=CC=3)(=O)=O)=[CH:14][CH:15]=2)[C:10]([S:31]([C:34]2[C:43]3[C:38](=[CH:39][CH:40]=[CH:41][CH:42]=3)[CH:37]=[CH:36][CH:35]=2)(=[O:33])=[O:32])=[N:9]1)[C:2]1[CH:7]=[CH:6][CH:5]=[CH:4][CH:3]=1.[NH:44]1[CH2:48][CH2:47][CH2:46][CH2:45]1>C1COCC1>[CH2:1]([N:8]1[C:16]2[C:11](=[CH:12][C:13]([O:17][CH2:18][CH2:19][N:44]3[CH2:48][CH2:47][CH2:46][CH2:45]3)=[CH:14][CH:15]=2)[C:10]([S:31]([C:34]2[C:43]3[C:38](=[CH:39][CH:40]=[CH:41][CH:42]=3)[CH:37]=[CH:36][CH:35]=2)(=[O:33])=[O:32])=[N:9]1)[C:2]1[CH:7]=[CH:6][CH:5]=[CH:4][CH:3]=1. Reported procedure: A solution of toluene-4-sulfonic acid 2-[1-benzyl-3-(naphthalene-1-sulfonyl)-1H-indazol-5-yloxy]-ethyl ester (0.379 g, 0.619 mmol) and pyrrolidine (1.0 mL, 12 mmol) in THF (80 mL) was stirred at 70° C. in a sealed tube for 3 hours. The reaction mixture was solvent evaporated and partitioned in ethyl acetate and aqueous sodium bicarbonate. The organic phase was then washed with water and brine. It was dried with anhydrous magnesium sulfate, filtered and concentrated. Drying at 80° C. in vacuo for... The reactants are C(C)OC(=O)C1=CC2=C(N(C(=N2)C=2C=C3C(=CC(=NC3=CC2)C2=CC=CC=C2)Cl)C2CCCCC2)C=C1 (2-(4-chloro-2-phenyl-quinolin-6-yl)-1-cyclohexyl-1H-benzoimidazole-5-carboxylic acid ethyl ester), C1(CCCCC1)N1C(=NC2=C1C=CC(=C2)C(=O)O)C=2C=C1C(=CC(=NC1=CC2)C2=CC=CC=C2)N(C)C (1-Cyclohexyl-2-(4-dimethylamino-2-phenyl-quinolin-6-yl)-1H-benzoimidazole-5-carboxylic acid), NCCCCO (4-amino-butan-1-ol). RXN SMILES: C([O:3][C:4]([C:6]1C=CC2N(C3CCCCC3)C(C3C=C4C(=CC=3)N=C(C3C=CC=CC=3)C=C4Cl)=NC=2[CH:7]=1)=O)C.[CH:38]1([N:44]2[C:48]3[CH:49]=[CH:50][C:51]([C:53]([OH:55])=[O:54])=[CH:52][C:47]=3[N:46]=[C:45]2[C:56]2[CH:57]=[C:58]3[C:63](=[CH:64][CH:65]=2)[N:62]=[C:61]([C:66]2[CH:71]=[CH:70][CH:69]=[CH:68][CH:67]=2)[CH:60]=[C:59]3[N:72]([CH3:74])C)[CH2:43][CH2:42][CH2:41][CH2:40][CH2:39]1.NCCCCO>>[CH:38]1([N:44]2[C:48]3[CH:49]=[CH:50][C:51]([C:53]([OH:55])=[O:54])=[CH:52][C:47]=3[N:46]=[C:45]2[C:56]2[CH:57]=[C:58]3[C:63](=[CH:64][CH:65]=2)[N:62]=[C:61]([C:66]2[CH:67]=[CH:68][CH:69]=[CH:70][CH:71]=2)[CH:60]=[C:59]3[NH:72][CH2:74][CH2:7][CH2:6][CH2:4][OH:3])[CH2:43][CH2:42][CH2:41][CH2:40][CH2:39]1. Procedure details: In this reaction 102 mg (0.2 mmol) of crude 2-(4-chloro-2-phenyl-quinolin-6-yl)-1-cyclohexyl-1H-benzoimidazole-5-carboxylic acid ethyl ester were used in the same reaction sequence as that used for Compound 481. The nucleophile used was 4-amino-butan-1-ol. Yield: 59 mg. Yields the product C1(CCCCC1)N1C(=NC2=C1C=CC(=C2)C(=O)O)C=2C=C1C(=CC(=NC1=CC2)C2=CC=CC=C2)NCCCCO (1-cyclohexyl-2-[4-(4-hydroxy-butylamino)-2-phenyl-quinolin-6-yl]-1H-benzoimidazole-5-carboxylic acid). Reactants: C1COCCN1, C1CCOC1, CCOC(C)=O, CCC(=C(c1ccc(C=CC(=O)O)cc1)c1ccc(OC(=O)CCl)cc1)c1ccccc1, Cl, [I-], [Na+], O. Yields the product CCC(=C(c1ccc(C=CC(=O)O)cc1)c1ccc(OC(=O)CN2CCOCC2)cc1)c1ccccc1. RXN SMILES: [CH2:35]1[CH2:36][O:37][CH2:38][CH2:39][NH:40]1.[CH2:42]1[O:43][CH2:44][CH2:45][CH2:46]1.[CH3:47][CH2:48][O:49][C:50]([CH3:51])=[O:52].[Cl:1][CH2:2][C:3](=[O:4])[O:5][c:6]1[cH:7][cH:8][c:9]([C:12](=[C:13]([CH2:14][CH3:15])[c:16]2[cH:17][cH:18][cH:19][cH:20][cH:21]2)[c:22]2[cH:23][cH:24][c:25]([CH:28]=[CH:29][C:30](=[O:31])[OH:32])[cH:26][cH:27]2)[cH:10][cH:11]1.[ClH:41].[I-:33].[Na+:34].[OH2:53]>>[CH2:2]([C:3](=[O:4])[O:5][c:6]1[cH:7][cH:8][c:9]([C:12](=[C:13]([CH2:14][CH3:15])[c:16]2[cH:17][cH:18][cH:19][cH:20][cH:21]2)[c:22]2[cH:23][cH:24][c:25]([CH:28]=[CH:29][C:30](=[O:31])[OH:32])[cH:26][cH:27]2)[cH:10][cH:11]1)[N:40]1[CH2:35][CH2:36][O:37][CH2:38][CH2:39]1. The reactants are C(=O)[C@H]1CN(C[C@@H]1C1=CC(=CC=C1)F)[C@@H](C(=O)OCC1=CC=CC=C1)CC1CCC1 (α-(R)-(3-(R)-formyl-4-(S)-(3-fluorophenyl)pyrrolidin-1-yl)-3-cyclobutylpropionic acid, benzyl ester), N1CCC(CC1)N1C=NC2=C1C=CC=C2 (1-Piperidin-4-yl-1-H-benzoimidazole), C(C)(=O)O[BH-](OC(C)=O)OC(C)=O.[Na+] (sodium triacetoxyborohydride). Solvent: C1CCOC1 (THF), CN(C)C=O (DMF). The product is N1(C=NC2=C1C=CC=C2)C2CCN(CC2)C[C@H]2CN(C[C@@H]2C2=CC(=CC=C2)F)[C@@H](C(=O)OCC2=CC=CC=C2)CC2CCC2 (α-(R)-(3-(S)-((4-Benzoimidazol-1-yl-piperidin-1-yl)methyl)-4-(S)-(3-fluorophenyl)pyrrolidin-1-yl)-3-cyclobutylpropionic acid, benzyl ester). Yield: 72.0%. Reaction SMILES: [CH:1]([C@@H:3]1[C@@H:7]([C:8]2[CH:13]=[CH:12][CH:11]=[C:10]([F:14])[CH:9]=2)[CH2:6][N:5]([C@H:15]([CH2:26][CH:27]2[CH2:30][CH2:29][CH2:28]2)[C:16]([O:18][CH2:19][C:20]2[CH:25]=[CH:24][CH:23]=[CH:22][CH:21]=2)=[O:17])[CH2:4]1)=O.[NH:31]1[CH2:36][CH2:35][CH:34]([N:37]2[C:41]3[CH:42]=[CH:43][CH:44]=[CH:45][C:40]=3[N:39]=[CH:38]2)[CH2:33][CH2:32]1.C(O[BH-](OC(=O)C)OC(=O)C)(=O)C.[Na+]>C1COCC1.CN(C=O)C>[N:37]1([CH:34]2[CH2:33][CH2:32][N:31]([CH2:1][C@@H:3]3[C@@H:7]([C:8]4[CH:13]=[CH:12][CH:11]=[C:10]([F:14])[CH:9]=4)[CH2:6][N:5]([C@H:15]([CH2:26][CH:27]4[CH2:28][CH2:29][CH2:30]4)[C:16]([O:18][CH2:19][C:20]4[CH:25]=[CH:24][CH:23]=[CH:22][CH:21]=4)=[O:17])[CH2:4]3)[CH2:36][CH2:35]2)[C:41]2[CH:42]=[CH:43][CH:44]=[CH:45][C:40]=2[N:39]=[CH:38]1 |f:2.3|. Reported procedure: The title compound was prepared from 22 mg of α-(R)-(3-(R)-formyl-4-(S)-(3-fluorophenyl)pyrrolidin-1-yl)-3-cyclobutylpropionic acid, benzyl ester (prepared above as Aldehyde 2), 27 mg of 1-piperidin-4-yl-1-H-benzoimidazole (from Example 95, Step C) and 40 mg of sodium triacetoxyborohydride in 4 mL of THF and 1 mL of DMF, using a procedure analogous to that described in Example 95, Step D to provide 23 mg of the title compound. Reactants: B([O-])[O-] (boronate), [Cl-].[NH4+] (ammonium chloride), BrC1=C(C(=C(S1)C=O)C)C1CCCCC1 (5-bromo-3-methyl-4-cyclohexyl-2-formylthiophene), 3-methyl-4-cyclohexylthiophene-2-boryl. The reagents and catalysts are C=1C=CC(=CC1)[P](C=2C=CC=CC2)(C=3C=CC=CC3)[Pd]([P](C=4C=CC=CC4)(C=5C=CC=CC5)C=6C=CC=CC6)([P](C=7C=CC=CC7)(C=8C=CC=CC8)C=9C=CC=CC9)[P](C=1C=CC=CC1)(C=1C=CC=CC1)C=1C=CC=CC1 (tetrakis(triphenylphosphine)palladium), C=1C=CC(=CC1)[P](C=2C=CC=CC2)(C=3C=CC=CC3)[Pd]([P](C=4C=CC=CC4)(C=5C=CC=CC5)C=6C=CC=CC6)([P](C=7C=CC=CC7)(C=8C=CC=CC8)C=9C=CC=CC9)[P](C=1C=CC=CC1)(C=1C=CC=CC1)C=1C=CC=CC1 (Tetrakis(triphenylphosphine)palladium), [N+](CCCC)(CCCC)(CCCC)CCCC.[Br-] (Bu4NBr). Yields the product C(=O)C=1SC=C(C1C)C1CCCCC1 (2-formyl-3-methyl-4-cyclohexylthiophene), solid. Yield: 75.0%. As a reaction SMILES: Br[C:2]1[S:6][C:5]([CH:7]=[O:8])=[C:4]([CH3:9])[C:3]=1[CH:10]1[CH2:15][CH2:14][CH2:13][CH2:12][CH2:11]1.B([O-])[O-].[Cl-].[NH4+]>[N+](CCCC)(CCCC)(CCCC)CCCC.[Br-].C1C=CC([P]([Pd]([P](C2C=CC=CC=2)(C2C=CC=CC=2)C2C=CC=CC=2)([P](C2C=CC=CC=2)(C2C=CC=CC=2)C2C=CC=CC=2)[P](C2C=CC=CC=2)(C2C=CC=CC=2)C2C=CC=CC=2)(C2C=CC=CC=2)C2C=CC=CC=2)=CC=1>[CH:7]([C:5]1[S:6][CH:2]=[C:3]([CH:10]2[CH2:15][CH2:14][CH2:13][CH2:12][CH2:11]2)[C:4]=1[CH3:9])=[O:8] |f:2.3,4.5,^1:42,44,63,82|. Procedure details: 5-bromo-3-methyl-4-cyclohexyl-2-formylthiophene (1.5 g, 5.2 mmol), 3-methyl-4-cyclohexylthiophene-2-boryl pinacolate (1.9 g, 6.24 mmol) and Bu4NBr (33 mg, 0.1 mmol) were added to a 100 ml flask. The mixture of solids was evacuated for 2 hours, then dissolved in dry toluene (30 ml) under argon with stirring. Tetrakis(triphenylphosphine)palladium (100 mg, 0.09 mmol) was added and the solution was heated to 95° for 16 hours. Afterwards, an additional aliquot of boronate (0.5 g) and tetrakis(triphen... Reactants: C(C)#N (acetonitrile), ClC=1C(=NC(=C(C1F)F)F)F (3-chloro-2,4,5,6-tetrafluoropyridine), aqueous solution, N (ammonia). Solvent: O (water). Conditions: time 30 minute. Product: NC1=C(C(=NC(=C1F)F)F)Cl (4-amino-3-chloro-2,5,6-trifluoropyridine). As a reaction SMILES: C(#[N:3])C.[Cl:4][C:5]1[C:6]([F:14])=[N:7][C:8]([F:13])=[C:9]([F:12])[C:10]=1F.N>O>[NH2:3][C:10]1[C:9]([F:12])=[C:8]([F:13])[N:7]=[C:6]([F:14])[C:5]=1[Cl:4]. Procedure: To 100 ml of acetonitrile was dissolved 20.5 g of 3-chloro-2,4,5,6-tetrafluoropyridine, and 30 ml of 25% aqueous solution of ammonia was added in three portions while the mixture was stirred and cooled with water, and the stirring was continued for another 30 minutes. The solution was concentrated under reduced pressure. After adding 200 ml of chloroform to the solid residue, the solution was washed with 50 ml of distilled water. The chloroform layer was dried over anhydrous magnesium sulfate an... Starting materials: NC=1C=C(C=CC1)N1C2=C(NC(CC1=O)=O)C1=CC=CC=C1C=C2 (5-(3-aminophenyl)-1H-naphtho[1,2-b][1,4]diazepine-2,4(3H,5H)-dione), C1(=CC=CC2=CC=CC=C12)S(=O)(=O)Cl (naphthalene-1-sulfonyl chloride). The product is O=C1CC(N(C2=C(N1)C1=CC=CC=C1C=C2)C=2C=C(C=CC2)NS(=O)(=O)C2=CC=CC1=CC=CC=C21)=O (N-[3-(2,4-Dioxo-1,2,3,4-tetrahydronaphtho[1,2-b][1,4]diazepin-5-yl)phenyl]-1-naphthalenesulfonamide). Isolated yield 100.0%. As a reaction SMILES: [NH2:1][C:2]1[CH:3]=[C:4]([N:8]2[C:14](=[O:15])[CH2:13][C:12](=[O:16])[NH:11][C:10]3[C:17]4[C:22]([CH:23]=[CH:24][C:9]2=3)=[CH:21][CH:20]=[CH:19][CH:18]=4)[CH:5]=[CH:6][CH:7]=1.[C:25]1([S:35](Cl)(=[O:37])=[O:36])[C:34]2[C:29](=[CH:30][CH:31]=[CH:32][CH:33]=2)[CH:28]=[CH:27][CH:26]=1>>[O:16]=[C:12]1[NH:11][C:10]2[C:17]3[C:22]([CH:23]=[CH:24][C:9]=2[N:8]([C:4]2[CH:3]=[C:2]([NH:1][S:35]([C:25]4[C:34]5[C:29](=[CH:30][CH:31]=[CH:32][CH:33]=5)[CH:28]=[CH:27][CH:26]=4)(=[O:37])=[O:36])[CH:7]=[CH:6][CH:5]=2)[C:14](=[O:15])[CH2:13]1)=[CH:21][CH:20]=[CH:19][CH:18]=3. Procedure details: By using 5-(3-aminophenyl)-1H-naphtho[1,2-b][1,4]diazepine-2,4(3H,5H)-dione obtained in Example 53, (1), and naphthalene-1-sulfonyl chloride, the title compound (yield 100%) was obtained in the same manner as that of Example 150.